describe an organic reaction: reactants, conditions, products, and yield From a dataset of the Open Reaction Database (ORD), a public repository of structured organic reaction records. Reagents/catalysts: [Pd] (palladium on charcoal). Yield: 85.0%. As a reaction SMILES: C([N:8]1[CH2:14][CH2:13][C:12]2[C:15](Cl)=[N:16][C:17]([CH2:19][C:20]3[CH:25]=[CH:24][C:23]([CH3:26])=[CH:22][CH:21]=3)=[N:18][C:11]=2[CH2:10][CH2:9]1)C1C=CC=CC=1.C([O-])=O.[NH4+]>[Pd].C(O)C>[CH3:26][C:23]1[CH:22]=[CH:21][C:20]([CH2:19][C:17]2[N:16]=[CH:15][C:12]3[CH2:13][CH2:14][NH:8][CH2:9][CH2:10][C:11]=3[N:18]=2)=[CH:25][CH:24]=1 |f:1.2|. Reactants: C(C1=CC=CC=C1)N1CCC2=C(CC1)C(=NC(=N2)CC2=CC=C(C=C2)C)Cl (7-benzyl-4-chloro-2-(4-methylbenzyl)-6,7,8,9-tetrahydro-5H-pyrimido[4,5-d]azepine), C(=O)[O-].[NH4+] (ammonium formate). Reported procedure: Under nitrogen, a mixture of 7-benzyl-4-chloro-2-(4-methylbenzyl)-6,7,8,9-tetrahydro-5H-pyrimido[4,5-d]azepine of Preparation 35, Step B, (150 mg, 0.40 mmol), ammonium formate (250 mg, 4.0 mmol) and 20% palladium on charcoal (15 mg) in ethanol (5 ml) was heated at 75° C. for 1 h. After returning to room temperature, the mixture was filtered through a pad of Arbocel, washing the pad with ethanol. The combined eluates were concentrated in vacuo and the residue purified by column chromatography on ... Run at temperature 75 celsius. The solvent is C(C)O (ethanol). Product: CC1=CC=C(CC=2N=CC3=C(CCNCC3)N2)C=C1 (2-(4-Methylbenzyl)-6,7,8,9-tetrahydro-5H-pyrimido[4,5-d]azepine). The reactants are CC(C)(C)c1ccc(-c2nc3c(N4CCNCC4)cccc3[nH]2)cc1, CN1CCCC1=O, CCOC(C)=O, CCN(C(C)C)C(C)C, Nc1c(CCl)cccc1[N+](=O)[O-]. Yields the product CC(C)(C)c1ccc(-c2nc3c(N4CCN(Cc5cccc([N+](=O)[O-])c5N)CC4)cccc3[nH]2)cc1. As a reaction SMILES: [C:1]([CH3:2])([CH3:3])([CH3:4])[c:5]1[cH:6][cH:7][c:8](-[c:11]2[n:12][c:13]3[c:14]([nH:15]2)[cH:16][cH:17][cH:18][c:19]3[N:20]2[CH2:21][CH2:22][NH:23][CH2:24][CH2:25]2)[cH:9][cH:10]1.[CH3:47][N:48]1[CH2:49][CH2:50][CH2:51][C:52]1=[O:53].[CH3:54][CH2:55][O:56][C:57](=[O:58])[CH3:59].[CH:38]([N:39]([CH:40]([CH3:41])[CH3:42])[CH2:43][CH3:44])([CH3:45])[CH3:46].[Cl:26][CH2:27][c:28]1[c:29]([NH2:37])[c:30]([N+:34](=[O:35])[O-:36])[cH:31][cH:32][cH:33]1>>[C:1]([CH3:2])([CH3:3])([CH3:4])[c:5]1[cH:6][cH:7][c:8](-[c:11]2[n:12][c:13]3[c:14]([nH:15]2)[cH:16][cH:17][cH:18][c:19]3[N:20]2[CH2:21][CH2:22][N:23]([CH2:27][c:28]3[c:29]([NH2:37])[c:30]([N+:34](=[O:35])[O-:36])[cH:31][cH:32][cH:33]3)[CH2:24][CH2:25]2)[cH:9][cH:10]1. The reactants are C(N)(=O)C1=C(C=CC=C1NC(=O)C1(COC(OC1)(C)C)C)C1=CC=CC=C1 (N-(2-carbamoylbiphenyl-3-yl)-2,2,5-trimethyl-1,3-dioxane-5-carboxamide), C[O-].[Na+] (NaOMe). Solvent: CO (methanol). Run at temperature 50 celsius, time 1 hour. Product: C1(=CC=CC=C1)C1=C2C(NC(=NC2=CC=C1)C1(COC(OC1)(C)C)C)=O (5-phenyl-2-(2,2,5-trimethyl-1,3-dioxan-5-yl)quinazolin-4(3H)-one). Yield: 92.1%. As a reaction SMILES: [C:1]([C:4]1[C:9]([NH:10][C:11]([C:13]2([CH3:21])[CH2:18][O:17][C:16]([CH3:20])([CH3:19])[O:15][CH2:14]2)=O)=[CH:8][CH:7]=[CH:6][C:5]=1[C:22]1[CH:27]=[CH:26][CH:25]=[CH:24][CH:23]=1)(=[O:3])[NH2:2].C[O-].[Na+]>CO>[C:22]1([C:5]2[CH:6]=[CH:7][CH:8]=[C:9]3[C:4]=2[C:1](=[O:3])[NH:2][C:11]([C:13]2([CH3:21])[CH2:18][O:17][C:16]([CH3:20])([CH3:19])[O:15][CH2:14]2)=[N:10]3)[CH:27]=[CH:26][CH:25]=[CH:24][CH:23]=1 |f:1.2|. Reported procedure: To a solution N-(2-carbamoylbiphenyl-3-yl)-2,2,5-trimethyl-1,3-dioxane-5-carboxamide (0.23 g, 0.62 mmol) in methanol was added NaOMe (0.25 mL, 25% in MeOH, 1.2 mmol) and the reaction mixture stirred at 50° C. for 1 h. After this time, the reaction mixture was concentrated and the resulting residue was diluted with ethyl acetate then washed with water. The organic portion was dried and concentrated under reduced pressure to yield a residue. The residue was purified by silica gel chromatography (3... Starting materials: ClC1=NN=CC2=C(C(=CC=C12)OC)C#CC1=CC=NC=C1 (1-chloro-6-methoxy-5-pyridin-4-ylethynyl-phthalazine), ClC=1C=NC=C(C1C)Cl (3,5-dichloro-4-methylpyridine), [H-].[Na+] (NaH). The solvent is CN(C)C=O (DMF). The product is ClC=1C=NC=C(C1CC1=NN=CC2=C(C(=CC=C12)OC)C#CC1=CC=NC=C1)Cl (1-(3,5-Dichloro-pyridin-4-ylmethyl)-6-methoxy-5-pyridin-4-ylethynyl-phthalazine). Yield: 40.4%. As a reaction SMILES: Cl[C:2]1[C:11]2[C:6](=[C:7]([C:14]#[C:15][C:16]3[CH:21]=[CH:20][N:19]=[CH:18][CH:17]=3)[C:8]([O:12][CH3:13])=[CH:9][CH:10]=2)[CH:5]=[N:4][N:3]=1.[Cl:22][C:23]1[CH:24]=[N:25][CH:26]=[C:27]([Cl:30])[C:28]=1[CH3:29].[H-].[Na+]>CN(C=O)C>[Cl:22][C:23]1[CH:24]=[N:25][CH:26]=[C:27]([Cl:30])[C:28]=1[CH2:29][C:2]1[C:11]2[C:6](=[C:7]([C:14]#[C:15][C:16]3[CH:21]=[CH:20][N:19]=[CH:18][CH:17]=3)[C:8]([O:12][CH3:13])=[CH:9][CH:10]=2)[CH:5]=[N:4][N:3]=1 |f:2.3|. Reported procedure: Operating analogously to what described in example 15 starting from 1-chloro-6-methoxy-5-pyridin-4-ylethynyl-phthalazine (1.38 g, 4.66 mmoles), prepared as described in example 142, 3,5-dichloro-4-methylpyridine (1.887 mg, 11.65 mmoles), DMF (20 ml), NaH (466 mg, 11.65 mmoles), 793 mg of the title compound were obtained. Reactants: N1CCNCC1 (piperazine), ClCC(=O)C=1C=C2CCC(NC2=CC1)=O (6-(α-chloroacetyl)-3,4-dihydrocarbostyril), Cl.CO (hydrochloric acid methanol), CN(C=O)C (dimethylformamide). The solvent is C(C)N(CC)CC (triethylamine), CO.C(Cl)(Cl)Cl (methanol chloroform), O (water). Reaction conditions: time 1 hour. Yields the product O.O.O.Cl.N1(CCNCC1)CC(=O)C=1C=C2CCC(NC2=CC1)=O (6-(1-piperazinyl)acetyl-3,4-dihydrocarbostyril monohydrochloride trihydrate). RXN SMILES: [Cl:1][CH2:2][C:3]([C:5]1[CH:6]=[C:7]2[C:12](=[CH:13][CH:14]=1)[NH:11][C:10](=[O:15])[CH2:9][CH2:8]2)=[O:4].CN(C)C=[O:19].[NH:21]1[CH2:26][CH2:25][NH:24][CH2:23][CH2:22]1.Cl.C[OH:29]>CO.C(Cl)(Cl)Cl.O.C(N(CC)CC)C>[OH2:4].[OH2:19].[OH2:29].[ClH:1].[N:21]1([CH2:2][C:3]([C:5]2[CH:6]=[C:7]3[C:12](=[CH:13][CH:14]=2)[NH:11][C:10](=[O:15])[CH2:9][CH2:8]3)=[O:4])[CH2:26][CH2:25][NH:24][CH2:23][CH2:22]1 |f:3.4,5.6,9.10.11.12.13|. Procedure details: In to a solution consisting of 6.7 g of 6-(α-chloroacetyl)-3,4-dihydrocarbostyril and 60 ml of anhydrous dimethylformamide was added 4.4 g of piperazine and 5 ml of triethylamine and the reaction mixture was stirred at 50° to 60° C. for 1 hour. The reaction mixture thus obtained was poured into a large amount of water and was extracted with chloroform. The chloroform layer was washed with water, dried and chloroform was removed by distillation. The residue obtained was suspended in a mixture of ... The reactants are C(C)O (ethanol), C=C1C(C2=C(SC=C2)CC1)=O (6,7-Dihydro-5-methylenebenzo[b]thiophen-4(5H)-one), O.NN (hydrazine hydrate). The solvent is O (water). Product: N=1NCC2CCC3=C(C12)C=CS3 (3,3a,4,5-tetrahydro-2H-thieno[2,3-g]indazole). Reaction SMILES: C(O)C.[CH2:4]=[C:5]1[CH2:13][CH2:12][C:8]2[S:9][CH:10]=[CH:11][C:7]=2[C:6]1=O.O.[NH2:16][NH2:17]>O>[N:16]1[NH:17][CH2:4][CH:5]2[C:6]=1[C:7]1[CH:11]=[CH:10][S:9][C:8]=1[CH2:12][CH2:13]2 |f:2.3|. Procedure: To 20 mL of anhydrous ethanol was added 1.2 g of the product from Step A and 0.40 g of hydrazine hydrate. The reaction mixture was heated at reflux for 2 h, cooled, poured into cold water and extracted with ether. The ether extracts were washed with water and brine, dried over anhydrous magnesium sulfate, filtered and utilized without concentration or purification in Step C.